This data is from the Open Reaction Database (ORD), a public repository of structured organic reaction records. The task is: describe an organic reaction: reactants, conditions, products, and yield Reactants: Cc1ccc(S(=O)(=O)OCCCNC2=C(c3ccccc3)S(=O)(=O)N(C(C)(C)C)C2=O)cc1, COC(=O)Cc1ccc(O)cc1. The product is COC(=O)Cc1ccc(OCCCNC2=C(c3ccccc3)S(=O)(=O)N(C(C)(C)C)C2=O)cc1. As a reaction SMILES: [CH3:13][c:14]1[cH:15][cH:16][c:17]([S:18]([O:19][CH2:24][CH2:25][CH2:26][NH:27][C:28]2=[C:32]([c:33]3[cH:34][cH:35][cH:36][cH:37][cH:38]3)[S:31](=[O:39])(=[O:40])[N:30]([C:41]([CH3:42])([CH3:43])[CH3:44])[C:29]2=[O:45])(=[O:20])=[O:21])[cH:22][cH:23]1.[OH:1][c:2]1[cH:3][cH:4][c:5]([CH2:8][C:9](=[O:10])[O:11][CH3:12])[cH:6][cH:7]1>>[O:1]([c:2]1[cH:3][cH:4][c:5]([CH2:8][C:9](=[O:10])[O:11][CH3:12])[cH:6][cH:7]1)[CH2:24][CH2:25][CH2:26][NH:27][C:28]1=[C:32]([c:33]2[cH:34][cH:35][cH:36][cH:37][cH:38]2)[S:31](=[O:39])(=[O:40])[N:30]([C:41]([CH3:42])([CH3:43])[CH3:44])[C:29]1=[O:45].